This data is from the Open Reaction Database (ORD), a public repository of structured organic reaction records. The task is: describe an organic reaction: reactants, conditions, products, and yield Starting materials: NC=1SC2=NC(=CC=C2N1)OC=1C=CC(=C(C1)NC(C1=C(C(=CC=C1)C1(CC1)C#N)Cl)=O)F (N-{5-[(2-amino[1,3]thiazolo[5,4-b]pyridin-5-yl)oxy]-2-fluorophenyl}-2-chloro-3-(1-cyanocyclopropyl)benzamide), CC(C(=O)Cl)C (2-methylpropanoyl chloride), O (water). Reagents/catalysts: CN(C1=CC=NC=C1)C (N,N-dimethylpyridine-4-amine). Solvent: N1=CC=CC=C1 (pyridine). Conditions: time 2 hour. The product is ClC1=C(C(=O)NC2=C(C=CC(=C2)OC2=CC=C3C(=N2)SC(=N3)NC(C(C)C)=O)F)C=CC=C1C1(CC1)C#N (2-chloro-3-(1-cyanocyclopropyl)-N-[2-fluoro-5-({2-[(2-methylpropanoyl)amino][1,3]thiazolo[5,4-b]pyridin-5-yl}oxy)phenyl]benzamide). The yield is 62.8%. RXN SMILES: [NH2:1][C:2]1[S:3][C:4]2[C:9]([N:10]=1)=[CH:8][CH:7]=[C:6]([O:11][C:12]1[CH:13]=[CH:14][C:15]([F:33])=[C:16]([NH:18][C:19](=[O:32])[C:20]3[CH:25]=[CH:24][CH:23]=[C:22]([C:26]4([C:29]#[N:30])[CH2:28][CH2:27]4)[C:21]=3[Cl:31])[CH:17]=1)[N:5]=2.[CH3:34][CH:35]([CH3:39])[C:36](Cl)=[O:37].O>CN(C)C1C=CN=CC=1.N1C=CC=CC=1>[Cl:31][C:21]1[C:22]([C:26]2([C:29]#[N:30])[CH2:28][CH2:27]2)=[CH:23][CH:24]=[CH:25][C:20]=1[C:19]([NH:18][C:16]1[CH:17]=[C:12]([O:11][C:6]2[N:5]=[C:4]3[S:3][C:2]([NH:1][C:36](=[O:37])[CH:35]([CH3:39])[CH3:34])=[N:10][C:9]3=[CH:8][CH:7]=2)[CH:13]=[CH:14][C:15]=1[F:33])=[O:32]. Reported procedure: To a solution of N-{5-[(2-amino[1,3]thiazolo[5,4-b]pyridin-5-yl)oxy]-2-fluorophenyl}-2-chloro-3-(1-cyanocyclopropyl)benzamide (0.16 g, 0.33 mmol) produced in Example C71(iv) and N,N-dimethylpyridine-4-amine (0.12 g, 1.00 mmol) in pyridine (2 mL) was added dropwise 2-methylpropanoyl chloride (0.12 g, 1.00 mmol) under ice-cooling, and the mixture was stirred at room temperature for 2 hr. To the reaction mixture was added water (50 mL), and the mixture was extracted with ethyl acetate (50 mL×2). Th... The reactants are C(C)OC1=C(C(=C(C=C1)O)F)F (4-Ethoxy-2,3-difluorophenol), P(=O)([O-])([O-])[O-].[K+].[K+].[K+] (tripotassium phosphate), ClCC1=CC=C(C=C1)C1=C(C(=C(C=C1)OCC)F)F (4′-chloromethyl-4-ethoxy-2,3-difluoro-biphenyl). The solvent is CN(C)C=O (DMF). Run at temperature 30 celsius, time 7 hour. Yields the product C(C)OC1=C(C(=C(C=C1)C1=CC=C(C=C1)COC1=C(C(=C(C=C1)OCC)F)F)F)F (4-ethoxy-2,3-difluoro-4′-(4-ethoxy-2,3-difluorophenoxymethyl)-1,1′-biphenyl). Yield: 74.0%. RXN SMILES: [CH2:1]([O:3][C:4]1[CH:9]=[CH:8][C:7]([OH:10])=[C:6]([F:11])[C:5]=1[F:12])[CH3:2].P([O-])([O-])([O-])=O.[K+].[K+].[K+].Cl[CH2:22][C:23]1[CH:28]=[CH:27][C:26]([C:29]2[CH:34]=[CH:33][C:32]([O:35][CH2:36][CH3:37])=[C:31]([F:38])[C:30]=2[F:39])=[CH:25][CH:24]=1>CN(C=O)C>[CH2:36]([O:35][C:32]1[CH:33]=[CH:34][C:29]([C:26]2[CH:27]=[CH:28][C:23]([CH2:22][O:10][C:7]3[CH:8]=[CH:9][C:4]([O:3][CH2:1][CH3:2])=[C:5]([F:12])[C:6]=3[F:11])=[CH:24][CH:25]=2)=[C:30]([F:39])[C:31]=1[F:38])[CH3:37] |f:1.2.3.4|. Procedure details: 4-Ethoxy-2,3-difluorophenol (6) (1.5 g) and tripotassium phosphate (K3PO4) (7.5 g) were added to DMF (100 ml) under a nitrogen atmosphere, and the stirring was continued at 70° C. The compound (5) (2.0 g) was added thereto and the stirring was continued at 70° C. for 7 hours. After the reaction mixture obtained had been cooled to 30° C. and then separated from the solid by filtration, toluene (100 ml) and water (100 ml) were added thereto and mixed. The mixture was then allowed to stand until it... Starting materials: OC=1C=CC=C2C=CC(=NC12)C (8-hydroxyquinaldine), C(C1=CC=CC=C1)=O (benzaldehyde). Yields the product C1(=CC=CC=C1)C=CC1=NC2=C(C=CC=C2C=C1)O (2-(2-Phenylethenyl)-8-Quinolinol). As a reaction SMILES: [OH:1][C:2]1[CH:3]=[CH:4][CH:5]=[C:6]2[C:11]=1[N:10]=[C:9]([CH3:12])[CH:8]=[CH:7]2.[CH:13](=O)[C:14]1[CH:19]=[CH:18][CH:17]=[CH:16][CH:15]=1>>[C:14]1([CH:13]=[CH:12][C:9]2[CH:8]=[CH:7][C:6]3[C:11](=[C:2]([OH:1])[CH:3]=[CH:4][CH:5]=3)[N:10]=2)[CH:19]=[CH:18][CH:17]=[CH:16][CH:15]=1. Procedure: A mixture of 8-hydroxyquinaldine (10.02 g) and benzaldehyde (16.8 mL) is heated at reflux overnight. The reaction is cooled to room temperature and vacuum distilled. After the excess benzaldehyde has distilled off, the residue remaining in the flask is dissolved in hot 95% EtOH. Any undissolved material is filtered off. The EtOH filtrate is cooled slowly to give the product as light yellow crystals (5.17 g). Starting materials: O1C(=CC=C1)C1=CC=C(N)C=C1 (4-(2-furyl)aniline), O.C1(=CC=C(C=C1)S(=O)(=O)O)C (p-toluenesulfonic acid monohydrate), CS(=O)(=O)C1=CC=C(C=C1)C(C=CC(C)=O)=O (1-[4-(methylsulfonyl)phenyl]pentene-1 4-dione). Run in C1(=CC=CC=C1)C (toluene). Yields the product O1C(=CC=C1)C1=CC=C(C=C1)N1C(=CC=C1C1=CC=C(C=C1)S(=O)(=O)C)C (1-[4-(2-Furyl)phenyl]-2-methyl-5-[4-(methylsulfonyl)phenyl]-1H-pyrrole). The yield is 24.3%. Reaction SMILES: [CH3:1][S:2]([C:5]1[CH:10]=[CH:9][C:8]([C:11](=O)[CH:12]=[CH:13][C:14](=O)[CH3:15])=[CH:7][CH:6]=1)(=[O:4])=[O:3].[O:18]1[CH:22]=[CH:21][CH:20]=[C:19]1[C:23]1[CH:29]=[CH:28][C:26]([NH2:27])=[CH:25][CH:24]=1.O.C1(C)C=CC(S(O)(=O)=O)=CC=1>C1(C)C=CC=CC=1>[O:18]1[CH:22]=[CH:21][CH:20]=[C:19]1[C:23]1[CH:29]=[CH:28][C:26]([N:27]2[C:11]([C:8]3[CH:9]=[CH:10][C:5]([S:2]([CH3:1])(=[O:4])=[O:3])=[CH:6][CH:7]=3)=[CH:12][CH:13]=[C:14]2[CH3:15])=[CH:25][CH:24]=1 |f:2.3|. Procedure: A mixture of 1-[4-(methylsulfonyl)phenyl]pentene-1 4-dione (0.305 g, 1.2 mmol prepared according to the method of J. Med. Chem., 1997, 40, 1619), 4-(2-furyl)aniline (0.35 g, 2 mmol), and p-toluenesulfonic acid monohydrate (0.015 g) in toluene (40 mL) was heated at reflux temperature for 16 hours using Dean-Stark apparatus. After cooling, volatiles were removed by evaporation. The residue was purified by flash chromatography eluting with hexane/ethyl acetate (4/1). The resulting solid was recryst... RXN SMILES: [CH3:10][O:11][c:12]1[cH:13][c:14]([C:15](=[O:16])[O:17][CH2:18][CH3:19])[cH:20][cH:21][c:22]1[O:23][CH2:24][CH2:25][CH2:26][N:27]1[CH2:28][CH2:29][O:30][CH2:31][CH2:32]1.[CH3:36][C:37](=[O:38])[OH:39].[Cl:33][CH2:34][Cl:35].[OH2:40].[OH:6][N+:7]([O-:8])=[O:9].[S:1](=[O:2])(=[O:3])([OH:4])[OH:5]>>[O-:6][N+:7](=[O:9])[c:20]1[c:14]([C:15](=[O:16])[O:17][CH2:18][CH3:19])[cH:13][c:12]([O:11][CH3:10])[c:22]([O:23][CH2:24][CH2:25][CH2:26][N:27]2[CH2:28][CH2:29][O:30][CH2:31][CH2:32]2)[cH:21]1. Yields the product CCOC(=O)c1cc(OC)c(OCCCN2CCOCC2)cc1[N+](=O)[O-]. Reactants: CCOC(=O)c1ccc(OCCCN2CCOCC2)c(OC)c1, CC(=O)O, ClCCl, O, O=[N+]([O-])O, O=S(=O)(O)O. Starting materials: BrC1=C(C=C(C=C1F)OC)F (4-bromo-3,5-difluoroanisole), [Li]CCCC (nBuLi), N(=NC(=O)OC(C)(C)C)C(=O)OC(C)(C)C (di-tert-butyl azodicarboxylate), N#N (N2). The solvent is C1CCOC1 (THF), C1CCOC1 (THF). Reaction conditions: time 5 minute. Yields the product FC1=C(C(=CC(=C1)OC)F)N(NC(=O)OC(C)(C)C)C(=O)OC(C)(C)C (di-tert-butyl 1-(2,6-difluoro-4-methoxyphenyl)hydrazine-1,2-dicarboxylate). The yield is 103.5%. Reaction SMILES: Br[C:2]1[C:7]([F:8])=[CH:6][C:5]([O:9][CH3:10])=[CH:4][C:3]=1[F:11].[Li]CCCC.[N:17]([C:26]([O:28][C:29]([CH3:32])([CH3:31])[CH3:30])=[O:27])=[N:18][C:19]([O:21][C:22]([CH3:25])([CH3:24])[CH3:23])=[O:20].N#N>C1COCC1>[F:11][C:3]1[CH:4]=[C:5]([O:9][CH3:10])[CH:6]=[C:7]([F:8])[C:2]=1[N:17]([C:26]([O:28][C:29]([CH3:32])([CH3:31])[CH3:30])=[O:27])[NH:18][C:19]([O:21][C:22]([CH3:23])([CH3:24])[CH3:25])=[O:20]. Reported procedure: In an oven-dried, N2-purged round bottom, 4-bromo-3,5-difluoroanisole (500 mg, 2.24 mmol) was dissolved in anhydrous THF (11 mL) and brought to −78° C. nBuLi (0.96 mL, 2.44 M in THF, 2.35 mmol) was added over 2 min. This was stirred for 5 min and then a solution di-tert-butyl azodicarboxylate (542 mg, 2.35 mmol) in anhydrous THF (3 mL) in an oven-dried, N2-purged pear flask was added in one portion via syringe. The reaction was removed from the ice bath and allowed to warm to room temperature ov... Reactants: CO, O=Cc1cccnc1, NNC(=S)Nc1ccccc1. Yields the product S=C(NN=Cc1cccnc1)Nc1ccccc1. Reaction SMILES: [CH3:20][OH:21].[CH:12]([c:13]1[cH:14][n:15][cH:16][cH:17][cH:18]1)=[O:19].[c:1]1([NH:7][C:8]([NH:9][NH2:10])=[S:11])[cH:2][cH:3][cH:4][cH:5][cH:6]1>>[c:1]1([NH:7][C:8]([NH:9][N:10]=[CH:12][c:13]2[cH:14][n:15][cH:16][cH:17][cH:18]2)=[S:11])[cH:2][cH:3][cH:4][cH:5][cH:6]1. Reactants: ClCCl, O=C(O)c1cnc2cc(C(F)(F)F)ccn12, COC(=O)N1CC(c2nc(-c3ccc(C)c(N)c3)no2)C1, CN(C)C=O, c1ccncc1. Product: COC(=O)N1CC(c2nc(-c3ccc(C)c(NC(=O)c4cnc5cc(C(F)(F)F)ccn45)c3)no2)C1. Reaction SMILES: [Cl:43][CH2:44][Cl:45].[F:1][C:2]([c:3]1[cH:4][c:5]2[n:6]([cH:7][cH:8]1)[c:9]([C:12](=[O:13])[OH:14])[cH:10][n:11]2)([F:15])[F:16].[NH2:22][c:23]1[cH:24][c:25](-[c:30]2[n:31][o:32][c:33]([CH:35]3[CH2:36][N:37]([C:39](=[O:40])[O:41][CH3:42])[CH2:38]3)[n:34]2)[cH:26][cH:27][c:28]1[CH3:29].[O:17]=[CH:18][N:19]([CH3:20])[CH3:21].[cH:46]1[cH:47][cH:48][n:49][cH:50][cH:51]1>>[F:1][C:2]([c:3]1[cH:4][c:5]2[n:6]([cH:7][cH:8]1)[c:9]([C:12](=[O:14])[NH:22][c:23]1[cH:24][c:25](-[c:30]3[n:31][o:32][c:33]([CH:35]4[CH2:36][N:37]([C:39](=[O:40])[O:41][CH3:42])[CH2:38]4)[n:34]3)[cH:26][cH:27][c:28]1[CH3:29])[cH:10][n:11]2)([F:15])[F:16]. The reactants are O=C(OC(Cl)(Cl)Cl)OC(Cl)(Cl)Cl, CCN(C(C)C)C(C)C, NCC1CC1, ClCCl, Nc1ccc(C(=O)N2CCN(Cc3cccc(C(=O)NC4CC(F)(F)C4)c3)CC2)cc1F. Product: O=C(NCC1CC1)Nc1ccc(C(=O)N2CCN(Cc3cccc(C(=O)NC4CC(F)(F)C4)c3)CC2)cc1F. As a reaction SMILES: [C:42]([O:43][C:44]([Cl:45])([Cl:46])[Cl:47])([O:48][C:49]([Cl:50])([Cl:51])[Cl:52])=[O:53].[CH2:33]([N:34]([CH:35]([CH3:36])[CH3:37])[CH:38]([CH3:39])[CH3:40])[CH3:41].[CH:54]1([CH2:57][NH2:58])[CH2:55][CH2:56]1.[Cl:59][CH2:60][Cl:61].[NH2:1][c:2]1[c:3]([F:32])[cH:4][c:5]([C:6](=[O:7])[N:8]2[CH2:9][CH2:10][N:11]([CH2:14][c:15]3[cH:16][c:17]([C:18](=[O:19])[NH:20][CH:21]4[CH2:22][C:23]([F:25])([F:26])[CH2:24]4)[cH:27][cH:28][cH:29]3)[CH2:12][CH2:13]2)[cH:30][cH:31]1>>[NH:1]([c:2]1[c:3]([F:32])[cH:4][c:5]([C:6](=[O:7])[N:8]2[CH2:9][CH2:10][N:11]([CH2:14][c:15]3[cH:16][c:17]([C:18](=[O:19])[NH:20][CH:21]4[CH2:22][C:23]([F:25])([F:26])[CH2:24]4)[cH:27][cH:28][cH:29]3)[CH2:12][CH2:13]2)[cH:30][cH:31]1)[C:42](=[O:53])[NH:58][CH2:57][CH:54]1[CH2:55][CH2:56]1.